Dataset: the Open Reaction Database (ORD), a public repository of structured organic reaction records. Task: describe an organic reaction: reactants, conditions, products, and yield The reactants are C1(=CC=CC=C1)C=1SC=CC1 (2-phenylthiophene), C(CCC)[Li] (n-butyllithium), C(C)(C)(C)OC(=O)N1CCC(CC1)=O (1-tert-butoxycarbonyl-4-piperidone). Solvent: O1CCCC1 (tetrahydrofuran), O1CCCC1 (tetrahydrofuran). Conditions: temperature -40 celsius, time 10 minute. Product: C(C)(C)(C)OC(=O)N1CCC(CC1)(C1=CC=C(S1)C1=CC=CC=C1)O (1-tert-Butoxycarbonyl-4-hydroxy-4-(2-phenylthien-5-yl)piperidine). The yield is 76.4%. As a reaction SMILES: [C:1]1([C:7]2[S:8][CH:9]=[CH:10][CH:11]=2)[CH:6]=[CH:5][CH:4]=[CH:3][CH:2]=1.C([Li])CCC.[C:17]([O:21][C:22]([N:24]1[CH2:29][CH2:28][C:27](=[O:30])[CH2:26][CH2:25]1)=[O:23])([CH3:20])([CH3:19])[CH3:18]>O1CCCC1>[C:17]([O:21][C:22]([N:24]1[CH2:29][CH2:28][C:27]([OH:30])([C:9]2[S:8][C:7]([C:1]3[CH:2]=[CH:3][CH:4]=[CH:5][CH:6]=3)=[CH:11][CH:10]=2)[CH2:26][CH2:25]1)=[O:23])([CH3:20])([CH3:18])[CH3:19]. Reported procedure: To a solution of 2-phenylthiophene (1.35 g, 9.1 mmol) in tetrahydrofuran (40 ml) at -40° C. under a nitrogen atmosphere was added a solution of n-butyllithium (1.6M in hexanes, 6 ml, 95 mmol) keeping the temperature below -40° C. The reaction was stirred at -40° C. for 10 minutes, allowed to warm to 0° C. and stirred at 0° C. for 30 minutes. The reaction was cooled to -78° C. and a solution of 1-tert-butoxycarbonyl-4-piperidone (1.8 g, 9.1 mmol) in tetrahydrofuran (20 ml) added, keeping the temp... Starting materials: ice water, ClC=1C=C2N(C(N1)=O)C(N=C2)C (7-chloro-3-methylimidazo[1,5-c]pyrimidin-5-one), BrCCC (3-bromopropane), [H-].[Na+] (sodium hydride). The solvent is O1CCOCC1 (dioxane). The product is ClC1=CC=2N(C(N1CCC)=O)C(=NC2)C (7-chloro-3-methyl-6-n-propylimidazo[1,5-c]pyrimidin-5-one). Reaction SMILES: [Cl:1][C:2]1[CH:3]=[C:4]2[CH:11]=[N:10][CH:9]([CH3:12])[N:5]2[C:6](=[O:8])[N:7]=1.[H-].[Na+].Br[CH2:16][CH2:17][CH3:18]>O1CCOCC1>[Cl:1][C:2]1[N:7]([CH2:16][CH2:17][CH3:18])[C:6](=[O:8])[N:5]2[C:9]([CH3:12])=[N:10][CH:11]=[C:4]2[CH:3]=1 |f:1.2|. Reported procedure: To a mixture of 2.0 g (10.9 mmole) of 7-chloro-3-methylimidazo[1,5-c]pyrimidin-5-one (from Example 4, Part B) in 50 ml of dioxane was added 0.52 g (13 mmole) of 60% sodium hydride in oil. After ten minutes of stirring, 1.6 g (13 mmole) of 3-bromopropane was added and the mixture was stirred for 16 hours at 50° C. The solution was poured into 100 ml of an ice water mixture. The resulting solution was extracted four times with 75 ml portions of chloroform. The extracts were washed twice with water... Reactants: C1CCOC1, CCOC(C)=O, I[Cu]I, Nc1ncc(C(F)(F)F)cc1I, C#C[Si](C)(C)C. The product is C[Si](C)(C)C#Cc1cc(C(F)(F)F)cnc1N. Reaction SMILES: [CH2:19]1[O:20][CH2:21][CH2:22][CH2:23]1.[CH3:24][CH2:25][O:26][C:27](=[O:28])[CH3:29].[Cu:30]([I:31])[I:32].[I:1][c:2]1[c:3]([NH2:12])[n:4][cH:5][c:6]([C:8]([F:9])([F:10])[F:11])[cH:7]1.[Si:13]([CH3:14])([CH3:15])([CH3:16])[C:17]#[CH:18]>>[c:2]1([C:18]#[C:17][Si:13]([CH3:14])([CH3:15])[CH3:16])[c:3]([NH2:12])[n:4][cH:5][c:6]([C:8]([F:9])([F:10])[F:11])[cH:7]1. The reactants are Cc1cc(Br)cc(Br)c1, CN1CCCC1=O, N#C[Cu]. The product is Cc1cc(Br)cc(C#N)c1. As a reaction SMILES: [Br:1][c:2]1[cH:3][c:4]([CH3:9])[cH:5][c:6]([Br:8])[cH:7]1.[CH3:13][N:14]1[CH2:15][CH2:16][CH2:17][C:18]1=[O:19].[Cu:10][C:11]#[N:12]>>[Br:1][c:2]1[cH:3][c:4]([CH3:9])[cH:5][c:6]([C:11]#[N:12])[cH:7]1. Reactants: CN, CNCCCn1ccc2ccc([N+](=O)[O-])cc21, CNCCCn1ccc2ccc(NC(=N)c3cccs3)cc21, Cl, Cl, Cl, Cl, I, N=C(Nc1ccc2ccn(CCCN3CCOCC3)c2c1)c1cccs1, N=C(Nc1ccc2ccn(CCCN3CCOCC3)c2c1)c1cccs1. The product is O=[N+]([O-])c1ccc2ccn(CCCCl)c2c1. RXN SMILES: [CH3:18][NH2:19].[CH3:1][NH:2][CH2:3][CH2:4][CH2:5][n:6]1[cH:7][cH:8][c:9]2[cH:10][cH:11][c:12]([N+:15](=[O:16])[O-:17])[cH:13][c:14]12.[CH3:77][NH:78][CH2:79][CH2:80][CH2:81][n:82]1[c:83]2[c:84]([cH:85][cH:86][c:87]([NH:88][C:89]([c:90]3[s:91][cH:92][cH:93][cH:94]3)=[NH:95])[cH:96]2)[cH:97][cH:98]1.[ClH:47].[ClH:48].[ClH:75].[ClH:76].[IH:46].[O:20]1[CH2:21][CH2:22][N:23]([CH2:24][CH2:25][CH2:26][n:27]2[c:28]3[c:29]([cH:30][cH:31][c:32]([NH:33][C:34]([c:35]4[s:36][cH:37][cH:38][cH:39]4)=[NH:40])[cH:41]3)[cH:42][cH:43]2)[CH2:44][CH2:45]1.[O:49]1[CH2:50][CH2:51][N:52]([CH2:53][CH2:54][CH2:55][n:56]2[c:57]3[c:58]([cH:59][cH:60][c:61]([NH:62][C:63]([c:64]4[s:65][cH:66][cH:67][cH:68]4)=[NH:69])[cH:70]3)[cH:71][cH:72]2)[CH2:73][CH2:74]1>>[CH2:3]([CH2:4][CH2:5][n:6]1[cH:7][cH:8][c:9]2[cH:10][cH:11][c:12]([N+:15](=[O:16])[O-:17])[cH:13][c:14]12)[Cl:47]. The reactants are C(C)(=O)OC=C (vinyl acetate), OC(C)C1=NC=CC(N1)=O (2-(1-hydroxy-ethyl)-3H-pyrimidin-4-one). Solvent: O1CCOCC1 (dioxane). Reaction conditions: temperature 50 celsius, time 24 hour. Product: C(C)(=O)O[C@H](C)C1=NC=CC(N1)=O ((R)-2-(1-Acetoxy-ethyl)-3H-pyrimidin-4-one). Reaction SMILES: [C:1]([O:4][CH:5]=[CH2:6])(=[O:3])[CH3:2].OC([C:10]1[NH:15][C:14](=[O:16])[CH:13]=[CH:12][N:11]=1)C>O1CCOCC1>[C:1]([O:4][C@@H:5]([C:10]1[NH:15][C:14](=[O:16])[CH:13]=[CH:12][N:11]=1)[CH3:6])(=[O:3])[CH3:2]. Procedure details: To a solution of vinyl acetate (4.3 g, 50 mmol) in dioxane (63 mL) was added 2-(1-hydroxy-ethyl)-3H-pyrimidin-4-one (prepared according to the method of Preparation Twelve, 2.1 g, 15.1 mmol), and the mixture was heated to 50° C. To the resulting solution was added lipase P30 (0.21 9,10 wt %) and the heating was continued for 24 h. The reaction mixture was filtered and the filtrate was evaporated to obtain a thick syrupy liquid residue. The residue was purified by flash column chromatography (95:... Reactants: COC(=O)C1=NC=C(N=C1)CBr (5-bromomethyl-pyrazine-2-carboxylic acid methyl ester), FC(OC=1C=C(C=CC1)O)(F)F (3-trifluoromethoxyphenol), C([O-])([O-])=O.[K+].[K+] (potassium carbonate). The solvent is CN(C)C=O (DMF). Product: COC(=O)C1=NC=C(N=C1)COC1=CC(=CC=C1)OC(F)(F)F (5-(3-Trifluoromethoxy-phenoxymethyl)-pyrazine-2-carboxylic acid methyl ester). Yield: 88.1%. Reaction SMILES: [CH3:1][O:2][C:3]([C:5]1[CH:10]=[N:9][C:8]([CH2:11]Br)=[CH:7][N:6]=1)=[O:4].[F:13][C:14]([F:24])([F:23])[O:15][C:16]1[CH:17]=[C:18]([OH:22])[CH:19]=[CH:20][CH:21]=1.C(=O)([O-])[O-].[K+].[K+]>CN(C=O)C>[CH3:1][O:2][C:3]([C:5]1[CH:10]=[N:9][C:8]([CH2:11][O:22][C:18]2[CH:19]=[CH:20][CH:21]=[C:16]([O:15][C:14]([F:13])([F:23])[F:24])[CH:17]=2)=[CH:7][N:6]=1)=[O:4] |f:2.3.4|. Procedure details: A solution of 5-bromomethyl-pyrazine-2-carboxylic acid methyl ester (0.305 g, 1.314 mmol) in DMF (6 mL) was treated with 3-trifluoromethoxyphenol (0.280 g, 1.577 mmol) and potassium carbonate (0.400 g, 2.89 mmol) by the general procedure G. The crude product was purified by flash column chromatography on silica gel to give 0.380 g of pure 5-(3-Trifluoromethoxy-phenoxymethyl)-pyrazine-2-carboxylic acid methyl ester. LCMS: 330 (M+2)+